Dataset: the Open Reaction Database (ORD), a public repository of structured organic reaction records. Task: describe an organic reaction: reactants, conditions, products, and yield Solvent: C1CCOC1 (THF), C1CCOC1 (THF). Yields the product ClC=1C=CC=2N(N1)C(=CN2)C(O)C=2C(=C1C=CC=NC1=CC2F)F ((rac)-(6-Chloro-imidazo[1,2-b]pyridazin-3-yl)-(5,7-difluoro-quinolin-6-yl)-methanol). As a reaction SMILES: Br[C:2]1[N:6]2[N:7]=[C:8]([Cl:11])[CH:9]=[CH:10][C:5]2=[N:4][CH:3]=1.C([Mg]Br)C.[F:16][C:17]1[C:26]([CH:27]=[O:28])=[C:25]([F:29])[CH:24]=[C:23]2[C:18]=1[CH:19]=[CH:20][CH:21]=[N:22]2>C1COCC1>[Cl:11][C:8]1[CH:9]=[CH:10][C:5]2[N:6]([C:2]([CH:27]([C:26]3[C:17]([F:16])=[C:18]4[C:23](=[CH:24][C:25]=3[F:29])[N:22]=[CH:21][CH:20]=[CH:19]4)[OH:28])=[CH:3][N:4]=2)[N:7]=1. Conditions: time 15 minute. Reported procedure: 3-Bromo-6-chloro-imidazo[1,2-b]pyridazine (4.40 g, 18.95 mmol) was dissolved THF (189 mL) and under nitrogen conditions, ethylmagnesium bromide solution (3 M, 6.32 mL) was added slowly. The RM was stirred at rt for 15 min then a solution of 5,7-difluoro-quinoline-6-carbaldehyde (Intermediate F, 3.66 g, 18.95 mmol) in THF was added. It was stirred at rt for 30 min. The reaction was quenched with 10% NH4Cl. The precipitate was filtered off and a first part of the title compound was obtained as a w... Reactants: BrC1=CN=C2N1N=C(C=C2)Cl (3-Bromo-6-chloro-imidazo[1,2-b]pyridazine), C(C)[Mg]Br (ethylmagnesium bromide), FC1=C2C=CC=NC2=CC(=C1C=O)F (5,7-difluoro-quinoline-6-carbaldehyde), FC1=C2C=CC=NC2=CC(=C1C=O)F (5,7-difluoro-quinoline-6-carbaldehyde). Starting materials: C(C)OC=1C=C(C=CC1OC)C(CS(=O)(=O)C)N (1-(3-ethoxy-4-methoxyphenyl)-2-methylsulfonylethylamine), [N+](=O)([O-])C1=C2C(C(=O)OC2=O)=CC=C1 (3-nitrophthalic anhydride). Solvent: C(C)(=O)O (acetic acid). Yields the product C(C)OC=1C=C(C=CC1OC)C(CS(=O)(=O)C)N1C(C2=CC=CC(=C2C1=O)[N+](=O)[O-])=O (2-[1-(3-ethoxy-4-methoxyphenyl)-2-methylsulfonylethyl]-4-nitroisoindoline-1,3-dione). Yield: 81.0%. RXN SMILES: [CH2:1]([O:3][C:4]1[CH:5]=[C:6]([CH:12]([NH2:18])[CH2:13][S:14]([CH3:17])(=[O:16])=[O:15])[CH:7]=[CH:8][C:9]=1[O:10][CH3:11])[CH3:2].[N+:19]([C:22]1[CH:32]=[CH:31][CH:30]=[C:24]2[C:25]([O:27][C:28](=O)[C:23]=12)=[O:26])([O-:21])=[O:20]>C(O)(=O)C>[CH2:1]([O:3][C:4]1[CH:5]=[C:6]([CH:12]([N:18]2[C:28](=[O:27])[C:23]3[C:24](=[CH:30][CH:31]=[CH:32][C:22]=3[N+:19]([O-:21])=[O:20])[C:25]2=[O:26])[CH2:13][S:14]([CH3:17])(=[O:16])=[O:15])[CH:7]=[CH:8][C:9]=1[O:10][CH3:11])[CH3:2]. Procedure details: A stirred solution 1-(3-ethoxy-4-methoxyphenyl)-2-methylsulfonylethylamine (640 mg, 2.34 mmol) and 3-nitrophthalic anhydride (460 mg, 2.34 mmol) in acetic acid (10 mL) was heated at reflux for 15 h. The solvent was removed in vacuo to yield an oil. Chromatography of the resulting oil yielded 2-[1-(3-ethoxy-4-methoxyphenyl)-2-methylsulfonylethyl]-4-nitroisoindoline-1,3-dione as a yellow solid (850 mg, 81% yield): mp, 110.0-114.0° C.; 1H NMR (CDCl3); δ 1.47 (t, J=7.0 Hz, 3H, CH3), 2.90 (s, 3H, CH3...